Dataset: the Open Reaction Database (ORD), a public repository of structured organic reaction records. Task: describe an organic reaction: reactants, conditions, products, and yield Reactants: CC#N, O=C(O)C1=Cc2cc(Cl)ccc2OC1, O=C1CCC(=O)N1Br, O. Yields the product Clc1ccc2c(c1)C=C(Br)CO2. As a reaction SMILES: [CH3:23][C:24]#[N:25].[Cl:1][c:2]1[cH:3][cH:4][c:5]2[c:6]([cH:14]1)[CH:7]=[C:8]([C:11]([OH:12])=[O:13])[CH2:9][O:10]2.[O:15]=[C:16]1[N:17]([Br:22])[C:18](=[O:19])[CH2:20][CH2:21]1.[OH2:26]>>[Cl:1][c:2]1[cH:3][cH:4][c:5]2[c:6]([cH:14]1)[CH:7]=[C:8]([Br:22])[CH2:9][O:10]2. Starting materials: Cl (hydrochloride), ClC1=CC=C(C=C1)S(=O)(=O)Cl (4-chlorobenzenesulfonyl chloride), C(C)(C)N(C(C)C)CC (N,N-diisopropylethylamine), C(C)(C)(C)C1=CC(=NO1)NC(=O)[C@H]1NCCCC1 ((S)-Piperidine-2-carboxylic acid (5-tert-butyl-isoxazol-3-yl) amide). The reagents and catalysts are CN(C1=CC=NC=C1)C (4-dimethylaminopyridine). Run in CN(C)C=O (DMF). The product is C(C)(C)(C)C1=CC(=NO1)NC(=O)[C@H]1N(CCCC1)S(=O)(=O)C1=CC=C(C=C1)Cl ((S)-1-(4-chloro-benzenesulfonyl)-piperidine-2-carboxylic acid (5-tert-butyl-isoxazol-3-yl)-amide). As a reaction SMILES: [C:1]([C:5]1[O:9][N:8]=[C:7]([NH:10][C:11]([C@@H:13]2[CH2:18][CH2:17][CH2:16][CH2:15][NH:14]2)=[O:12])[CH:6]=1)([CH3:4])([CH3:3])[CH3:2].Cl.[Cl:20][C:21]1[CH:26]=[CH:25][C:24]([S:27](Cl)(=[O:29])=[O:28])=[CH:23][CH:22]=1.C(N(CC)C(C)C)(C)C>CN(C=O)C.CN(C)C1C=CN=CC=1>[C:1]([C:5]1[O:9][N:8]=[C:7]([NH:10][C:11]([C@@H:13]2[CH2:18][CH2:17][CH2:16][CH2:15][N:14]2[S:27]([C:24]2[CH:25]=[CH:26][C:21]([Cl:20])=[CH:22][CH:23]=2)(=[O:29])=[O:28])=[O:12])[CH:6]=1)([CH3:4])([CH3:2])[CH3:3]. Procedure details: To a solution of (S)-Piperidine-2-carboxylic acid (5-tert-butyl-isoxazol-3-yl) amide; hydrochloride (110 mg; 0.382 mmol) in DMF (1.5 mL) is added 4-chlorobenzenesulfonyl chloride (80.6 mg; 0.382 mmol) and N,N-diisopropylethylamine (0.133 mL; 0.764 mmol). The reaction mixture is left stirring at room temperature for 18 hours in the presence of catalytic amount of 4-dimethylaminopyridine. The reaction mixture is quenched with water and extracted with ethyl acetate twice. The combined organics are ... Starting materials: [Cl-], O=C(O)C1(Cl)CC1, CC1CC(=O)NN=C1c1ccc(N)cc1, C1CCOC1. Product: CC1CC(=O)NN=C1c1ccc(NC(=O)C2(Cl)CC2)cc1. RXN SMILES: [Cl-:16].[Cl:17][C:18]1([C:21](=[O:22])[OH:23])[CH2:19][CH2:20]1.[NH2:1][c:2]1[cH:3][cH:4][c:5]([C:8]2=[N:13][NH:12][C:11](=[O:14])[CH2:10][CH:9]2[CH3:15])[cH:6][cH:7]1.[O:24]1[CH2:25][CH2:26][CH2:27][CH2:28]1>>[NH:1]([c:2]1[cH:3][cH:4][c:5]([C:8]2=[N:13][NH:12][C:11](=[O:14])[CH2:10][CH:9]2[CH3:15])[cH:6][cH:7]1)[C:21]([C:18]1([Cl:17])[CH2:19][CH2:20]1)=[O:22]. Reactants: C(C)(C)NC(C)C (diisopropyl amine), C(CCC)[Li] (butyllithium), O1CCCC1 (tetrahydrofuran), C(C)(C)[N-]C(C)C.[Li+] (lithium diisopropyl amide), C(C)(C)NC(C)C (diisopropyl amine), C(CCC)[Li] (butyllithium), O1CCCC1 (tetrahydrofuran), CI (methyl iodide), C(C)OC(CC1CCOCC1)=O ((tetrahydro-pyran-4-yl)-acetic acid ethyl ester), C(C)(C)[N-]C(C)C.[Li+] (lithium diisopropyl amide), O1CCCC1 (tetrahydrofuran), CI (methyl iodide). The solvent is hexanes, hexanes. Conditions: temperature -78 celsius, time 15 minute. Yields the product C(C)OC(C(C)(C1CCOCC1)C)=O (2-Methyl-2-(tetrahydro-pyran-4-yl)-propionic acid ethyl ester), SiO2. As a reaction SMILES: [CH2:1]([O:3][C:4](=[O:12])CC1CCOCC1)[CH3:2].C([N-][CH:17]([CH3:19])[CH3:18])(C)C.[Li+].[CH:21](NC(C)C)(C)C.C([Li])CCC.CI.[O:35]1[CH2:39][CH2:38][CH2:37][CH2:36]1>>[CH2:1]([O:3][C:4](=[O:12])[C:17]([CH3:18])([CH:19]1[CH2:38][CH2:39][O:35][CH2:36][CH2:37]1)[CH3:21])[CH3:2] |f:1.2|. Procedure: A solution of 1 g (tetrahydro-pyran-4-yl)-acetic acid ethyl ester [103260-44-2] in 3 ml of dry tetrahydrofuran is added dropwise to a solution of lithium diisopropyl amide (freshly prepared from 1 ml diisopropyl amine and 4.3 ml 1.6 M butyllithium solution in hexanes) in 5 ml of dry tetrahydrofuran at −78° C. The reaction mixture is stirred for 15 minutes at −78° C. and then 0.46 ml of methyl iodide are added and the mixture is allowed to warm to 0° C. over a period of 15 minutes. The reaction m... The yield is 82.9%. As a reaction SMILES: [Br:1][C:2]1[CH:27]=[CH:26][C:5]([CH2:6][NH:7][C:8]2[CH:13]=[C:12]([O:14][CH2:15][C:16]3[CH:21]=[CH:20][C:19]([CH3:22])=[CH:18][N:17]=3)[CH:11]=[CH:10][C:9]=2[N+:23]([O-])=O)=[CH:4][CH:3]=1>[Pt].[I-].[Zn+2].[I-].C(OCC)(=O)C>[Br:1][C:2]1[CH:27]=[CH:26][C:5]([CH2:6][NH:7][C:8]2[C:9]([NH2:23])=[CH:10][CH:11]=[C:12]([O:14][CH2:15][C:16]3[CH:21]=[CH:20][C:19]([CH3:22])=[CH:18][N:17]=3)[CH:13]=2)=[CH:4][CH:3]=1 |f:2.3.4|. Solvent: C(C)(=O)OCC (ethyl acetate). Reagents/catalysts: [Pt] (Pt/C), [I-].[Zn+2].[I-] (zinc iodide). Starting materials: BrC1=CC=C(CNC2=C(C=CC(=C2)OCC2=NC=C(C=C2)C)[N+](=O)[O-])C=C1 (N-(4-bromobenzyl)-5-((5-methylpyridin-2-yl)methoxy)-2-nitroaniline). Conditions: time 18 hour. The product is BrC1=CC=C(CNC=2C(=CC=C(C2)OCC2=NC=C(C=C2)C)N)C=C1 (N1-(4-Bromobenzyl)-5-((5-methylpyridin-2-yl)methoxy)benzene-1,2-diamine). Procedure: To a high pressure reactor were added N-(4-bromobenzyl)-5-((5-methylpyridin-2-yl)methoxy)-2-nitroaniline (78.4 g, 183 mmol), 5% Pt/C (35.7 g, 4.6 mmol), zinc iodide (5.84 g, 18.3 mmol) and ethyl acetate (1.5 L). The reactor was flushed with N2 and then stirred under an atmosphere of H2 (60 psi) for 18 h. The mixture was then filtered, washed with water (1 L), dried over magnesium sulfate and concentrated to dryness under reduced pressure to afford the title compound as an oil (60.4 g, 83%). MS (... Reactants: CN(C1=C(C(N(N=C1)C)=O)C(C)O)C (5-dimethylamino-4-(1-hydroxy)ethyl-2-methyl-3(2H)-pyridazinone). The reagents and catalysts are [O-2].[O-2].[Mn+4] (manganese dioxide). The solvent is C(Cl)(Cl)Cl (chloroform). Reaction conditions: temperature 50 celsius, time 24 hour. Yields the product C(C)(=O)C=1C(N(N=CC1N(C)C)C)=O (4-Acetyl-5-dimethylamino-2-methyl-3(2H)-pyridazinone). As a reaction SMILES: [CH3:1][N:2]([CH3:14])[C:3]1[CH:8]=[N:7][N:6]([CH3:9])[C:5](=[O:10])[C:4]=1[CH:11]([OH:13])[CH3:12]>C(Cl)(Cl)Cl.[O-2].[O-2].[Mn+4]>[C:11]([C:4]1[C:5](=[O:10])[N:6]([CH3:9])[N:7]=[CH:8][C:3]=1[N:2]([CH3:14])[CH3:1])(=[O:13])[CH3:12] |f:2.3.4|. Procedure: In chloroform was dissolved 5-dimethylamino-4-(1-hydroxy)ethyl-2-methyl-3(2H)-pyridazinone (355 mg) followed by addition of active manganese dioxide (2.0 g), and the mixture was stirred at 50° C. for 24 hours. After the oxidizing agent was filtered off, the filtrate was concentrated and the residue was washed with n-hexane and diethyl ether and dried. Yellow powder, 178 mg. 1 H-NMR (CDCl3) E: 2.6.7(3H,s), 2.94(6H,s), 3.69(3H,s), 7.66(1H,s).